From a dataset of the Open Reaction Database (ORD), a public repository of structured organic reaction records. describe an organic reaction: reactants, conditions, products, and yield The reactants are ClC=1C=CC(=C(C=O)C1)O (5-chloro-2-hydroxy-benzaldehyde), COC(C(CC)Br)=O (2-bromo-butyric acid methyl ester), C(=O)([O-])[O-].[K+].[K+] (K2CO3). Solvent: CN(C)C=O (DMF). Conditions: temperature 130 celsius. Product: COC(C(CC)OC1=C(C=C(C=C1)Cl)C=O)=O (2-(4-chloro-2-formyl-phenoxy)-butyric acid methyl ester). The yield is 93.5%. Reaction SMILES: [Cl:1][C:2]1[CH:3]=[CH:4][C:5]([OH:10])=[C:6]([CH:9]=1)[CH:7]=[O:8].[CH3:11][O:12][C:13](=[O:18])[CH:14](Br)[CH2:15][CH3:16].C([O-])([O-])=O.[K+].[K+]>CN(C=O)C>[CH3:11][O:12][C:13](=[O:18])[CH:14]([O:10][C:5]1[CH:4]=[CH:3][C:2]([Cl:1])=[CH:9][C:6]=1[CH:7]=[O:8])[CH2:15][CH3:16] |f:2.3.4|. Procedure: A mixture of 5-chloro-2-hydroxy-benzaldehyde (156 g, 1 mol), 2-bromo-butyric acid methyl ester (271 g, 1.5 mol), KI (2 g, 0.012 mol) and K2CO3 (276 g, 2 mol) in DMF (500 mL) was heated at 130° C. for 2 h. After cooled to room temperature, the mixture was concentrated. The residue was partitioned between EtOAc and water. The organic layer was washed with water, brine, dried over anhydrous Na2SO4 and concentrated to give the title compound (240 g). The reactants are ClC=1C=CC(=C(C(=O)N)C1)O (5-Chloro-2-hydroxy-benzamide), C(=O)([O-])[O-].[K+].[K+] (K2CO3), C(C1=CC=CC=C1)Br (benzylbromide). Run in CN(C)C=O (DMF). Reaction conditions: time 8 hour. The product is ClC=1C=CC(=C(C(=O)N)C1)C(C1=CC=CC=C1)OC (5-Chloro-2-(methoxybenzyl)-benzamide). The yield is 89.6%. Reaction SMILES: [Cl:1][C:2]1[CH:3]=[CH:4][C:5](O)=[C:6]([CH:10]=1)[C:7]([NH2:9])=[O:8].[C:12]([O-:15])([O-])=O.[K+].[K+].[CH2:18](Br)[C:19]1[CH:24]=[CH:23][CH:22]=[CH:21][CH:20]=1>CN(C=O)C>[Cl:1][C:2]1[CH:3]=[CH:4][C:5]([CH:18]([O:15][CH3:12])[C:19]2[CH:24]=[CH:23][CH:22]=[CH:21][CH:20]=2)=[C:6]([CH:10]=1)[C:7]([NH2:9])=[O:8] |f:1.2.3|. Reported procedure: 5-Chloro-2-hydroxy-benzamide (1.5 g, 8.7 mmol) was dissolved in DMF (120 mL) and to the stirred solution K2CO3 (1.38 g, 10 mmol) and benzylbromide (1.71 g, 10 mmol) were added. The mixture was stirred at room temperature overnight. The suspension was concentrated in vacuo, and the residue was partitioned between water (30 mL) and Et2O (30 mL). The aqueous phase was separated and extracted with ether (20 mL×2). The combined organic phases were dried over Na2SO4, filtered and concentrated. The res... Starting materials: N12CCC(CC1)(CC2)C(O)(C2=CC=CC=C2)C2=CC=CC=C2 (1-azabicyclo[2.2.2]oct-4-yl(diphenyl)methanol), BrCCO (2-bromoethanol). The solvent is CC#N (CH3CN). Yields the product [Br-].OC(C12CC[N+](CC1)(CC2)CCO)(C2=CC=CC=C2)C2=CC=CC=C2 (4-[hydroxy(diphenyl)methyl]-1-(2-hydroxyethyl)-1-azoniabicyclo[2.2.2]octane bromide). The yield is 59.6%. Reaction SMILES: [N:1]12[CH2:8][CH2:7][C:4]([C:9]([C:17]3[CH:22]=[CH:21][CH:20]=[CH:19][CH:18]=3)([C:11]3[CH:16]=[CH:15][CH:14]=[CH:13][CH:12]=3)[OH:10])([CH2:5][CH2:6]1)[CH2:3][CH2:2]2.[Br:23][CH2:24][CH2:25][OH:26]>CC#N>[Br-:23].[OH:10][C:9]([C:17]1[CH:22]=[CH:21][CH:20]=[CH:19][CH:18]=1)([C:11]1[CH:12]=[CH:13][CH:14]=[CH:15][CH:16]=1)[C:4]12[CH2:5][CH2:6][N+:1]([CH2:24][CH2:25][OH:26])([CH2:2][CH2:3]1)[CH2:8][CH2:7]2 |f:3.4|. Reported procedure: Following the general procedure outlined in Example 3, 1-azabicyclo[2.2.2]oct-4-yl(diphenyl)methanol (0.0638 g, 0.217 mmol) and 2-bromoethanol (0.035 mL, 0.494 mmol) in 2 CH3CN/3 CHCl3 (4.0 mL) were reacted to give the desired product (0.0541 g, 60.1%). EI-MS m/z 338(M+) Rt (1.42 min). Reactants: CC1=C2C=CC=NC2=C(C=C1)O (5-methylquinolin-8-ol), [Cl-].[Cl-].[Cl-].[Al+3] (aluminum trichloride), C(C)(=O)Cl (acetyl chloride), Cl (HCl), [OH-].[Na+] (NaOH). Run in ClCCl (dichloromethane), O (water), O (water). Reaction conditions: temperature 0 celsius, time 4 hour. Yields the product OC=1C(=CC(=C2C=CC=NC12)C)C(C)=O (1-(8-Hydroxy-5-methylquinolin-7-yl)ethanone). As a reaction SMILES: [CH3:1][C:2]1[CH:11]=[CH:10][C:9]([OH:12])=[C:8]2[C:3]=1[CH:4]=[CH:5][CH:6]=[N:7]2.[Cl-].[Cl-].[Cl-].[Al+3].[C:17](Cl)(=[O:19])[CH3:18].Cl.[OH-].[Na+]>O.ClCCl>[OH:12][C:9]1[C:10]([C:17](=[O:19])[CH3:18])=[CH:11][C:2]([CH3:1])=[C:3]2[C:8]=1[N:7]=[CH:6][CH:5]=[CH:4]2 |f:1.2.3.4,7.8|. Reported procedure: A mixture of 5-methylquinolin-8-ol (5.91 g, 37.1 mmol, from ChemBridge), aluminum trichloride (20.00 g, 150.0 mmol), and acetyl chloride (12.1 mL, 170 mmol) was stirred at 0° C. for 4 hours, then heated at 130° C. for 12 hours, cooled, and decomposed with water (39 mL) (caution! with external ice-cooling if necessary) and conc. HCl (13 mL). The precipitate was filtered, and dried under reduced pressure. The solid obtained was then dissolved in 50 mL of water. To the solution was added 100 mL of ...